From a dataset of the Open Reaction Database (ORD), a public repository of structured organic reaction records. describe an organic reaction: reactants, conditions, products, and yield Starting materials: O=C([O-])[O-], COCCOC, C[Si](C)(C)CCOCn1nc(Cl)cc(-c2nc3ccccc3n2COCC[Si](C)(C)C)c1=O, [K+], [K+], O, OB(O)c1ccsc1. Yields the product C[Si](C)(C)CCOCn1nc(-c2ccsc2)cc(-c2nc3ccccc3n2COCC[Si](C)(C)C)c1=O. RXN SMILES: [C:42](=[O:43])([O-:44])[O-:45].[CH2:49]([CH2:50][O:51][CH3:52])[O:53][CH3:54].[Cl:1][c:2]1[cH:3][c:4](-[c:17]2[n:18][c:19]3[c:20]([n:21]2[CH2:22][O:23][CH2:24][CH2:25][Si:26]([CH3:27])([CH3:28])[CH3:29])[cH:30][cH:31][cH:32][cH:33]3)[c:5](=[O:16])[n:6]([CH2:8][O:9][CH2:10][CH2:11][Si:12]([CH3:13])([CH3:14])[CH3:15])[n:7]1.[K+:46].[K+:47].[OH2:48].[s:34]1[cH:35][c:36]([B:39]([OH:40])[OH:41])[cH:37][cH:38]1>>[c:2]1(-[c:36]2[cH:35][s:34][cH:38][cH:37]2)[cH:3][c:4](-[c:17]2[n:18][c:19]3[c:20]([n:21]2[CH2:22][O:23][CH2:24][CH2:25][Si:26]([CH3:27])([CH3:28])[CH3:29])[cH:30][cH:31][cH:32][cH:33]3)[c:5](=[O:16])[n:6]([CH2:8][O:9][CH2:10][CH2:11][Si:12]([CH3:13])([CH3:14])[CH3:15])[n:7]1.